Dataset: the Open Reaction Database (ORD), a public repository of structured organic reaction records. Task: describe an organic reaction: reactants, conditions, products, and yield The reactants are CN(C)C=NS(=O)(=O)CCC(CO)(CC)CC (4-(N,N-dimethylaminomethylene)aminosulfonyl-2,2-diethyl-1-butanol), ClC=1C(=CC=2N(N1)N=CN2)C (6-chloro-7-methyl[1,2,4]triazolo[1,5-b]pyridazine). The product is C(C)C(COC=1C(=CC=2N(N1)N=CN2)C)(CCS(N)(=O)=O)CC (6-(2,2-diethyl-4-sulfamoyl-1-butoxy)-7-methyl[1,2,4]triazolo[1,5-b]pyridazine). As a reaction SMILES: CN(C=[N:5][S:6]([CH2:9][CH2:10][C:11]([CH2:16][CH3:17])([CH2:14][CH3:15])[CH2:12][OH:13])(=[O:8])=[O:7])C.Cl[C:19]1[C:20]([CH3:28])=[CH:21][C:22]2[N:23]([N:25]=[CH:26][N:27]=2)[N:24]=1>>[CH2:16]([C:11]([CH2:14][CH3:15])([CH2:10][CH2:9][S:6](=[O:7])(=[O:8])[NH2:5])[CH2:12][O:13][C:19]1[C:20]([CH3:28])=[CH:21][C:22]2[N:23]([N:25]=[CH:26][N:27]=2)[N:24]=1)[CH3:17]. Reported procedure: Using 4-(N,N-dimethylaminomethylene)aminosulfonyl-2,2-diethyl-1-butanol and 6-chloro-7-methyl[1,2,4]triazolo[1,5-b]pyridazine, the same reaction as in Example 6 was conducted to produce the title compound. m.p. 148°-149° C. Reactants: [I-].[Na+] (sodium iodide), ClCCl (dichloromethane), N1=CC=C(C=C1)B(O)O (pyridin-4-ylboronic acid), ClC=1C=C2C(=CNC2=CC1)CCNC(C1=CC=C(C=C1)CCl)=O (N-(2-(5-chloro-1H-indol-3-yl)ethyl)-4-(chloromethyl)benzamide), C([O-])([O-])=O.[Na+].[Na+] (sodium carbonate). Reagents/catalysts: C1=CC=C(C=C1)P([C-]2C=CC=C2)C3=CC=CC=C3.C1=CC=C(C=C1)P([C-]2C=CC=C2)C3=CC=CC=C3.Cl[Pd]Cl.[Fe+2] ([1,1′-bis(diphenylphosphino)ferrocene]palladium(II) chloride). The solvent is O (water), C(OC)COC (dimethoxyethane). Yields the product eluent, ClC=1C=C2C(=CNC2=CC1)CCNC(C1=CC=C(C=C1)CC1=CC=NC=C1)=O (N-(2-(5-Chloro-1H-indol-3-yl)ethyl)-4-(pyridin-4-ylmethyl)benzamide). Isolated yield 5.6%. Reaction SMILES: [N:1]1[CH:6]=[CH:5][C:4](B(O)O)=[CH:3][CH:2]=1.[Cl:10][C:11]1[CH:12]=[C:13]2[C:17](=[CH:18][CH:19]=1)[NH:16][CH:15]=[C:14]2[CH2:20][CH2:21][NH:22][C:23](=[O:32])[C:24]1[CH:29]=[CH:28][C:27]([CH2:30]Cl)=[CH:26][CH:25]=1.ClCCl.[I-].[Na+].C(=O)([O-])[O-].[Na+].[Na+]>C(COC)OC.O.C1C=CC(P(C2C=CC=CC=2)[C-]2C=CC=C2)=CC=1.C1C=CC(P(C2C=CC=CC=2)[C-]2C=CC=C2)=CC=1.Cl[Pd]Cl.[Fe+2]>[Cl:10][C:11]1[CH:12]=[C:13]2[C:17](=[CH:18][CH:19]=1)[NH:16][CH:15]=[C:14]2[CH2:20][CH2:21][NH:22][C:23](=[O:32])[C:24]1[CH:29]=[CH:28][C:27]([CH2:30][C:4]2[CH:5]=[CH:6][N:1]=[CH:2][CH:3]=2)=[CH:26][CH:25]=1 |f:3.4,5.6.7,10.11.12.13|. Procedure details: N-(2-(5-Chloro-1H-indol-3-yl)ethyl)-4-(pyridin-4-ylmethyl)benzamide was prepared according to method B with pyridin-4-ylboronic acid (0.030 g; 0.242 mmol), N-(2-(5-chloro-1H-indol-3-yl)ethyl)-4-(chloromethyl)benzamide (0.080 g; 0.231 mmol), [1,1′-bis(diphenylphosphino)ferrocene]palladium(II) chloride, complex with dichloromethane (0.018; 0.023 mmol), sodium iodide (0.070 g; 0.461 mmol) and sodium carbonate (0.049 g; 0.461 mmol) in dimethoxyethane (3 mL) and water (1 mL) was irradiated in the mic... The reactants are [N+](=O)([O-])C1=C2C(C(=O)NC2=O)=CC=C1 (3-Nitrophthalimide), C1(=CC=CC=C1)C (toluene), [K] (potassium), ClCCN1C(=NC=C1[N+](=O)[O-])C (1-(2-chloroethyl)-2-methyl-5-nitroimidazole). The solvent is C(Cl)(Cl)Cl (chloroform). Product: CC=1N(C(=CN1)[N+](=O)[O-])CCN1C(C=2C(C1=O)=C(C=CC2)[N+](=O)[O-])=O (N-[2-(2-methyl-5-nitro-1-imidazolyl)ethyl]-3-nitrophthalimide). Reaction SMILES: [N+:1]([C:4]1[CH:14]=[CH:13][CH:12]=[C:6]2[C:7]([NH:9][C:10](=[O:11])[C:5]=12)=[O:8])([O-:3])=[O:2].[K].Cl[CH2:17][CH2:18][N:19]1[C:23]([N+:24]([O-:26])=[O:25])=[CH:22][N:21]=[C:20]1[CH3:27].C1(C)C=CC=CC=1>C(Cl)(Cl)Cl>[CH3:27][C:20]1[N:19]([CH2:18][CH2:17][N:9]2[C:10](=[O:11])[C:5]3=[C:4]([N+:1]([O-:3])=[O:2])[CH:14]=[CH:13][CH:12]=[C:6]3[C:7]2=[O:8])[C:23]([N+:24]([O-:26])=[O:25])=[CH:22][N:21]=1 |^1:14|. Procedure: 3-Nitrophthalimide is converted to the potassium salt by the procedure described in Example 13 and then reacted with 1-(2-chloroethyl)-2-methyl-5-nitroimidazole according to the procedure described in Example 1. The crude reaction mixture is digested with toluene and then filtered to remove some insoluble material. Evaporation of the solvent leaves a syrup which is diluted with chloroform and then filtered to remove some insoluble material. The filtrate is further diluted with toluene and again ... Reactants: Cc1ccccc1-c1nc(-c2cccc(C(F)(F)F)c2)n[nH]1, [K+], O=[Mn](=O)(=O)[O-], [Na+], [OH-]. Product: O=C(O)c1ccccc1-c1n[nH]c(-c2cccc(C(F)(F)F)c2)n1. Reaction SMILES: [F:1][C:2]([c:3]1[cH:4][c:5](-[c:9]2[n:10][nH:11][c:12](-[c:14]3[c:15]([CH3:20])[cH:16][cH:17][cH:18][cH:19]3)[n:13]2)[cH:6][cH:7][cH:8]1)([F:21])[F:22].[K+:28].[Mn:23](=[O:24])([O-:25])(=[O:26])=[O:27].[Na+:30].[OH-:29]>>[F:1][C:2]([c:3]1[cH:4][c:5](-[c:9]2[nH:10][n:11][c:12](-[c:14]3[c:15]([C:20]([OH:24])=[O:29])[cH:16][cH:17][cH:18][cH:19]3)[n:13]2)[cH:6][cH:7][cH:8]1)([F:21])[F:22].